Dataset: the Open Reaction Database (ORD), a public repository of structured organic reaction records. Task: describe an organic reaction: reactants, conditions, products, and yield Starting materials: C(C)(C)N(C)CC=1N=C(SC1)N (4-((isopropyl(methyl)amino)methyl)thiazol-2-amine), ClC=1C=C(C=CC1C)N=C=O (3-chloro-4-methylphenyl isocyanate). The solvent is ClCCl (dichloromethane), ClCCl (dichloromethane). Reaction conditions: time 1 hour. Product: ClC=1C=C(C=CC1C)NC(=O)NC=1SC=C(N1)CN(C)C(C)C (1-(3-chloro-4-methylphenyl)-3-(4-((isopropyl(methyl)amino)methyl)thiazol-2-yl)urea). Reaction SMILES: [CH:1]([N:4]([CH2:6][C:7]1[N:8]=[C:9]([NH2:12])[S:10][CH:11]=1)[CH3:5])([CH3:3])[CH3:2].[Cl:13][C:14]1[CH:15]=[C:16]([N:21]=[C:22]=[O:23])[CH:17]=[CH:18][C:19]=1[CH3:20]>ClCCl>[Cl:13][C:14]1[CH:15]=[C:16]([NH:21][C:22]([NH:12][C:9]2[S:10][CH:11]=[C:7]([CH2:6][N:4]([CH:1]([CH3:3])[CH3:2])[CH3:5])[N:8]=2)=[O:23])[CH:17]=[CH:18][C:19]=1[CH3:20]. Reported procedure: 4-((isopropyl(methyl)amino)methyl)thiazol-2-amine (18 mg, 0.1 mmol) in dichloromethane (0.5 mL) is added to 3-chloro-4-methylphenyl isocyanate (16.7 mg, 0.1 mmol) in dichloromethane (0.5 mL). The resulting reaction mixture is shaken at room temperature for 1 hour. The solvent is evaporated under vacuum. The residue is purified by preparative LC to yield a brown glass LCMS, retention time: 1.87 min, M+H+: 353. H1-NMR (DMSO, σ ppm): 10.82 (s, 1H), 9.51–9.41 (s, br, 1H), 9.31 (s, 1H), 7.70 (s, 1H),... Reactants: COc1cc(N2CCC(N3CCNCC3)CC2)ccc1[N+](=O)[O-], CC(=O)OC(C)=O, ClCCl. Product: COc1cc(N2CCC(N3CCN(C(C)=O)CC3)CC2)ccc1[N+](=O)[O-]. RXN SMILES: [CH3:1][O:2][c:3]1[cH:4][c:5]([N:12]2[CH2:13][CH2:14][CH:15]([N:18]3[CH2:19][CH2:20][NH:21][CH2:22][CH2:23]3)[CH2:16][CH2:17]2)[cH:6][cH:7][c:8]1[N+:9](=[O:10])[O-:11].[CH3:24][C:25](=[O:26])[O:27][C:28]([CH3:29])=[O:30].[Cl:31][CH2:32][Cl:33]>>[CH3:1][O:2][c:3]1[cH:4][c:5]([N:12]2[CH2:13][CH2:14][CH:15]([N:18]3[CH2:19][CH2:20][N:21]([C:25]([CH3:24])=[O:26])[CH2:22][CH2:23]3)[CH2:16][CH2:17]2)[cH:6][cH:7][c:8]1[N+:9](=[O:10])[O-:11]. Starting materials: C(C)(C)(C)OC(=O)N1CC2=CC=C(C=C2C1)N1C2COCC1CC2 (5-(3-oxa-8-aza-bicyclo[3.2.1]oct-8-yl)-1,3-dihydro-isoindole-2-carboxylic acid tert-butyl ester), FC(C(=O)O)(F)F (trifluoroacetic acid). Yields the product FC(C(=O)O)(F)F.C1NCC2=CC(=CC=C12)N1C2COCC1CC2 (8-(2,3-Dihydro-1H-isoindol-5-yl)-3-oxa-8-aza-bicylo[3.2.1]octane trifluoro-acetate). RXN SMILES: C(OC([N:8]1[CH2:16][C:15]2[C:10](=[CH:11][CH:12]=[C:13]([N:17]3[CH:22]4[CH2:23][CH2:24][CH:18]3[CH2:19][O:20][CH2:21]4)[CH:14]=2)[CH2:9]1)=O)(C)(C)C.[F:25][C:26]([F:31])([F:30])[C:27]([OH:29])=[O:28]>>[F:25][C:26]([F:31])([F:30])[C:27]([OH:29])=[O:28].[CH2:9]1[C:10]2[C:15](=[CH:14][C:13]([N:17]3[CH:18]4[CH2:24][CH2:23][CH:22]3[CH2:21][O:20][CH2:19]4)=[CH:12][CH:11]=2)[CH2:16][NH:8]1 |f:2.3|. Procedure details: Prepared in analogy to Example A2(c) from 5-(3-oxa-8-aza-bicyclo[3.2.1]oct-8-yl)-1,3-dihydro-isoindole-2-carboxylic acid tert-butyl ester and trifluoroacetic acid. Brown oil. MS (m/e): 231.1 ([M+H]+, 100%). Reactants: COCCS (2-methoxyethyl-mercaptan), [H-].[Na+] (sodium hydride), Cl (hydrochlorid), mixture 8.0, FC1=C(C=CC=C1)S(=O)(=O)N (2-fluorophenylsulfonamide). The solvent is CN(C=O)C (dimethylformamide), O (water). Reaction conditions: time 3 hour. Yields the product COCCSNS(=O)(=O)C1=CC=CC=C1 (2-Methoxyethylthio-phenylsulfonamide). Reaction SMILES: [CH3:1][O:2][CH2:3][CH2:4][SH:5].[H-].[Na+].F[C:9]1[CH:14]=[CH:13][CH:12]=[CH:11][C:10]=1[S:15]([NH2:18])(=[O:17])=[O:16].Cl>O.CN(C)C=O>[CH3:1][O:2][CH2:3][CH2:4][S:5][NH:18][S:15]([C:10]1[CH:11]=[CH:12][CH:13]=[CH:14][CH:9]=1)(=[O:17])=[O:16] |f:1.2|. Procedure: 3.6 of 2-methoxyethyl-mercaptan is added dropwise to a mixture of 3.5 g of 55% sodium hydride and 80 ml of dimethylformamide. To this mixture 8.0 of 2-fluorophenylsulfonamide are added. The reaction mixture is stirred for 3 hours at a temperatur of 115°-120° C. After cooling the mixture is poured into water. To this mixture 10% of hydrochlorid acid are added, and the product is extracted with ethyl acetate. The organic phase is evaporated and the residue is purified by chromatography. Yield: 6.7... The reactants are COC(N(C)CC#CCN(CC)CC)=O (methyl[4-(diethylamino)-2-butynyl]- methyl-carbamate), N#CBr (cyanogen bromide). Run in C(C)OCC (diethyl ether), C(C)OCC (diethyl ether). Reaction conditions: time 12 hour. The product is BrCC#CCN(C(OC)=O)C (methyl N-(4-bromo-2-butynyl)-N-methylcarbamate). Reaction SMILES: [CH3:1][O:2][C:3](=[O:15])[N:4]([CH2:6][C:7]#[C:8][CH2:9]N(CC)CC)[CH3:5].N#C[Br:18]>C(OCC)C>[Br:18][CH2:9][C:8]#[C:7][CH2:6][N:4]([CH3:5])[C:3](=[O:15])[O:2][CH3:1]. Procedure details: A solution of methyl[4-(diethylamino)-2-butynyl]- methyl-carbamate (4.2 g, 0.02 mol) (Example 1i) in anhydrous diethyl ether (50 ml) is added dropwise at room temperature to a stirred solution of cyanogen bromide in anhydrous diethyl ether (40 ml). The mixture is allowed to stand for 12 hours and the diethyl ether layer is separated, washed with water (40 ml), dried over magnesium sulfate, and concentrated. The resulting oil is then purified by bulb to bulb distillation under high vacuum to give... Starting materials: CO, NS(=O)(=O)c1cc(C(=O)O)ccc1NC1CC1, O=S(=O)(O)O. Yields the product COC(=O)c1ccc(NC2CC2)c(S(N)(=O)=O)c1. RXN SMILES: [CH3:18][OH:19].[CH:1]1([NH:4][c:5]2[c:6]([S:14]([NH2:15])(=[O:16])=[O:17])[cH:7][c:8]([C:9](=[O:10])[OH:11])[cH:12][cH:13]2)[CH2:2][CH2:3]1.[S:20](=[O:21])(=[O:22])([OH:23])[OH:24]>>[CH:1]1([NH:4][c:5]2[c:6]([S:14]([NH2:15])(=[O:16])=[O:17])[cH:7][c:8]([C:9](=[O:10])[O:11][CH3:18])[cH:12][cH:13]2)[CH2:2][CH2:3]1. Reactants: CS(C)=O, [Cl-], [K+], [NH4+], O=[N+]([O-])c1cccc2ccccc12, [OH-]. RXN SMILES: [CH3:18][S:19](=[O:20])[CH3:21].[Cl-:16].[K+:15].[NH4+:17].[O-:1][N+:2](=[O:3])[c:4]1[cH:5][cH:6][cH:7][c:8]2[cH:9][cH:10][cH:11][cH:12][c:13]12.[OH-:14]>>[O-:1][N+:2](=[O:3])[c:4]1[cH:5][cH:6][c:7]([NH2:17])[c:8]2[cH:9][cH:10][cH:11][cH:12][c:13]12. Product: Nc1ccc([N+](=O)[O-])c2ccccc12.